Dataset: the Open Reaction Database (ORD), a public repository of structured organic reaction records. Task: describe an organic reaction: reactants, conditions, products, and yield The reactants are CCCS(=O)(=O)Cl, CN(C)c1ccncc1, ClCCl, CC(C)(C)OC(=O)NC1CCc2ccc(CN)cc2C1Cc1ccc(Cl)c(Cl)c1. Yields the product CCCS(=O)(=O)NCc1ccc2c(c1)C(Cc1ccc(Cl)c(Cl)c1)C(NC(=O)OC(C)(C)C)CC2. RXN SMILES: [CH2:30]([CH2:31][CH3:32])[S:33](=[O:34])(=[O:35])[Cl:36].[CH3:40][N:41]([CH3:42])[c:43]1[cH:44][cH:45][n:46][cH:47][cH:48]1.[Cl:37][CH2:38][Cl:39].[NH2:1][CH2:2][c:3]1[cH:4][cH:5][c:6]2[c:11]([cH:12]1)[CH:10]([CH2:13][c:14]1[cH:15][c:16]([Cl:21])[c:17]([Cl:20])[cH:18][cH:19]1)[CH:9]([NH:22][C:23]([O:24][C:25]([CH3:26])([CH3:27])[CH3:28])=[O:29])[CH2:8][CH2:7]2>>[NH:1]([CH2:2][c:3]1[cH:4][cH:5][c:6]2[c:11]([cH:12]1)[CH:10]([CH2:13][c:14]1[cH:15][c:16]([Cl:21])[c:17]([Cl:20])[cH:18][cH:19]1)[CH:9]([NH:22][C:23]([O:24][C:25]([CH3:26])([CH3:27])[CH3:28])=[O:29])[CH2:8][CH2:7]2)[S:33]([CH2:30][CH2:31][CH3:32])(=[O:34])=[O:35]. Starting materials: BrCc1ccccc1, COC(=O)c1nc(Br)ccc1O, [K+], [K+], O=C([O-])[O-], CN(C)C=O. Yields the product COC(=O)c1nc(Br)ccc1OCc1ccccc1. Reaction SMILES: [Br:1][CH2:2][c:3]1[cH:4][cH:5][cH:6][cH:7][cH:8]1.[Br:9][c:10]1[cH:11][cH:12][c:13]([OH:20])[c:14]([C:16](=[O:17])[O:18][CH3:19])[n:15]1.[K+:21].[K+:22].[O-:23][C:24]([O-:25])=[O:26].[O:27]=[CH:28][N:29]([CH3:30])[CH3:31]>>[CH2:2]([c:3]1[cH:4][cH:5][cH:6][cH:7][cH:8]1)[O:20][c:13]1[cH:12][cH:11][c:10]([Br:9])[n:15][c:14]1[C:16](=[O:17])[O:18][CH3:19].